Task: describe an organic reaction: reactants, conditions, products, and yield. Dataset: the Open Reaction Database (ORD), a public repository of structured organic reaction records Reactants: C#CCCCCOCCCCCCBr, Brc1ccc2ccccc2n1, CC#N, C1CCC(NC2CCCCC2)CC1, [Cu]I. Yields the product BrCCCCCCOCCCCC#Cc1ccc2ccccc2n1. As a reaction SMILES: [Br:12][CH2:13][CH2:14][CH2:15][CH2:16][CH2:17][CH2:18][O:19][CH2:20][CH2:21][CH2:22][CH2:23][C:24]#[CH:25].[Br:1][c:2]1[n:3][c:4]2[cH:5][cH:6][cH:7][cH:8][c:9]2[cH:10][cH:11]1.[CH3:39][C:40]#[N:41].[CH:26]1([NH:27][CH:28]2[CH2:29][CH2:30][CH2:31][CH2:32][CH2:33]2)[CH2:34][CH2:35][CH2:36][CH2:37][CH2:38]1.[Cu:42][I:43]>>[c:2]1([C:25]#[C:24][CH2:23][CH2:22][CH2:21][CH2:20][O:19][CH2:18][CH2:17][CH2:16][CH2:15][CH2:14][CH2:13][Br:12])[n:3][c:4]2[cH:5][cH:6][cH:7][cH:8][c:9]2[cH:10][cH:11]1. Starting materials: CC(C)(C)OC(=O)N1CCOc2c(Br)cccc2C1, CC(=O)c1ccccc1B(O)O, CCO, Cc1ccccc1, [Na+], [Na+], O=C([O-])[O-], O, c1ccc(P(c2ccccc2)(c2ccccc2)[Pd](P(c2ccccc2)(c2ccccc2)c2ccccc2)(P(c2ccccc2)(c2ccccc2)c2ccccc2)P(c2ccccc2)(c2ccccc2)c2ccccc2)cc1. Product: CC(=O)c1ccccc1-c1cccc2c1OCCN(C(=O)OC(C)(C)C)C2. RXN SMILES: [Br:1][c:2]1[cH:3][cH:4][cH:5][c:6]2[c:12]1[O:11][CH2:10][CH2:9][N:8]([C:13](=[O:14])[O:15][C:16]([CH3:17])([CH3:18])[CH3:19])[CH2:7]2.[C:20]([CH3:21])(=[O:22])[c:23]1[c:24]([B:29]([OH:30])[OH:31])[cH:25][cH:26][cH:27][cH:28]1.[CH3:33][CH2:34][OH:35].[CH3:42][c:43]1[cH:44][cH:45][cH:46][cH:47][cH:48]1.[Na+:36].[Na+:37].[O-:38][C:39](=[O:40])[O-:41].[OH2:32].[cH:49]1[cH:50][cH:51][c:52]([P:53]([Pd:54]([P:55]([c:56]2[cH:57][cH:58][cH:59][cH:60][cH:61]2)([c:62]2[cH:63][cH:64][cH:65][cH:66][cH:67]2)[c:68]2[cH:69][cH:70][cH:71][cH:72][cH:73]2)([P:74]([c:75]2[cH:76][cH:77][cH:78][cH:79][cH:80]2)([c:81]2[cH:82][cH:83][cH:84][cH:85][cH:86]2)[c:87]2[cH:88][cH:89][cH:90][cH:91][cH:92]2)[P:93]([c:94]2[cH:95][cH:96][cH:97][cH:98][cH:99]2)([c:100]2[cH:101][cH:102][cH:103][cH:104][cH:105]2)[c:106]2[cH:107][cH:108][cH:109][cH:110][cH:111]2)([c:112]2[cH:113][cH:114][cH:115][cH:116][cH:117]2)[c:118]2[cH:119][cH:120][cH:121][cH:122][cH:123]2)[cH:124][cH:125]1>>[c:2]1(-[c:24]2[c:23]([C:20]([CH3:21])=[O:22])[cH:28][cH:27][cH:26][cH:25]2)[cH:3][cH:4][cH:5][c:6]2[c:12]1[O:11][CH2:10][CH2:9][N:8]([C:13](=[O:14])[O:15][C:16]([CH3:17])([CH3:18])[CH3:19])[CH2:7]2. Yields the product NC=1N(C2=NC(=CC=C2C(C1C(=O)NC)=O)C#CC(COC)(O)C1CC1)CC ((±)-2-Amino-7-(3-cyclopropyl-3-hydroxy-4-methoxybut-1-yn-1-yl)-1-ethyl-N-methyl-4-oxo-1,4-dihydro-1,8-naphthyridine-3-carboxamide). Reported procedure: A suspension of 0.47 g (1.68 mmol) of 2-amino-7-chloro-1-ethyl-N-methyl-4-oxo-1,4-dihydro[1,8]naphthyridine-3-carboxamide in a mixture of 8.4 ml of dimethylformamide and 3 ml of triethylamine is placed in a 10 ml microwave tube. This suspension is sparged with argon for 10 minutes and then 0.433 g of (±)-2-cyclopropyl-1-methoxybut-3-yn-2-ol (3.09 mmol), 0.032 g of CuI (0.17 mmol) and 0.059 g of bis(triphenylphosphine) palladium(II)dichloride (0.08 mmol) are successively added. Run in CN(C=O)C (dimethylformamide), C(C)N(CC)CC (triethylamine). RXN SMILES: [NH2:1][C:2]1[N:3]([CH2:18][CH3:19])[C:4]2[C:9]([C:10](=[O:16])[C:11]=1[C:12]([NH:14][CH3:15])=[O:13])=[CH:8][CH:7]=[C:6](Cl)[N:5]=2.[CH:20]1([C:23]([OH:29])([C:27]#[CH:28])[CH2:24][O:25][CH3:26])[CH2:22][CH2:21]1>CN(C)C=O.C(N(CC)CC)C.[Cu]I.C1C=CC(P(C2C=CC=CC=2)C2C=CC=CC=2)=CC=1.C1C=CC(P(C2C=CC=CC=2)C2C=CC=CC=2)=CC=1.Cl[Pd]Cl>[NH2:1][C:2]1[N:3]([CH2:18][CH3:19])[C:4]2[C:9]([C:10](=[O:16])[C:11]=1[C:12]([NH:14][CH3:15])=[O:13])=[CH:8][CH:7]=[C:6]([C:28]#[C:27][C:23]([CH:20]1[CH2:22][CH2:21]1)([OH:29])[CH2:24][O:25][CH3:26])[N:5]=2 |f:5.6.7|. Reagents/catalysts: [Cu]I (CuI), C1=CC=C(C=C1)P(C2=CC=CC=C2)C3=CC=CC=C3.C1=CC=C(C=C1)P(C2=CC=CC=C2)C3=CC=CC=C3.Cl[Pd]Cl (bis(triphenylphosphine) palladium(II)dichloride). The reactants are C1(CC1)C(COC)(C#C)O ((±)-2-cyclopropyl-1-methoxybut-3-yn-2-ol), NC=1N(C2=NC(=CC=C2C(C1C(=O)NC)=O)Cl)CC (2-amino-7-chloro-1-ethyl-N-methyl-4-oxo-1,4-dihydro[1,8]naphthyridine-3-carboxamide). Run in C(C)O (ethanol). Conditions: time 6 hour. Reported procedure: To a solution of ethyl {3-{[2-(4,5-diphenyloxazole-2-yl)-1-hydroxy-2-cyclohexen-1-yl]methyl}phenoxy}acetate (60 mg) in ethanol (5 ml) was added 1N-NaOH solution (0.12 ml) at room temperature. After being stirred for 6 hours, the mixture was evaporated. The residue was added with diethyl ether. The resulting solid was collected by filtration to give sodium {3-{[2-(4,5-diphenyloxazol-2-yl)-1-hydroxy-2-cyclohexen-1-yl]methyl}phenoxy}acetate (34 mg). Reaction SMILES: [C:1]1([C:7]2[N:8]=[C:9]([C:18]3[C:19]([CH2:25][C:26]4[CH:27]=[C:28]([CH:36]=[CH:37][CH:38]=4)[O:29][CH2:30][C:31]([O:33]CC)=[O:32])([OH:24])[CH2:20][CH2:21][CH2:22][CH:23]=3)[O:10][C:11]=2[C:12]2[CH:17]=[CH:16][CH:15]=[CH:14][CH:13]=2)[CH:6]=[CH:5][CH:4]=[CH:3][CH:2]=1.[OH-].[Na+:40]>C(O)C>[C:1]1([C:7]2[N:8]=[C:9]([C:18]3[C:19]([CH2:25][C:26]4[CH:27]=[C:28]([CH:36]=[CH:37][CH:38]=4)[O:29][CH2:30][C:31]([O-:33])=[O:32])([OH:24])[CH2:20][CH2:21][CH2:22][CH:23]=3)[O:10][C:11]=2[C:12]2[CH:13]=[CH:14][CH:15]=[CH:16][CH:17]=2)[CH:2]=[CH:3][CH:4]=[CH:5][CH:6]=1.[Na+:40] |f:1.2,4.5|. Yields the product C1(=CC=CC=C1)C=1N=C(OC1C1=CC=CC=C1)C=1C(CCCC1)(O)CC=1C=C(OCC(=O)[O-])C=CC1.[Na+] (sodium {3-{[2-(4,5-diphenyloxazol-2-yl)-1-hydroxy-2-cyclohexen-1-yl]methyl}phenoxy}acetate). Starting materials: C1(=CC=CC=C1)C=1N=C(OC1C1=CC=CC=C1)C=1C(CCCC1)(O)CC=1C=C(OCC(=O)OCC)C=CC1 (ethyl {3-{[2-(4,5-diphenyloxazole-2-yl)-1-hydroxy-2-cyclohexen-1-yl]methyl}phenoxy}acetate), [OH-].[Na+] (NaOH). Reactants: ClCC(=O)Cl (chloroacetylchloride), C(C)C1(COCOC1)N (5-ethyl-5-amino-1,3-dioxane), [OH-].[Na+] (sodium hydroxide), O (water). Product: ClCC(=O)NC1(COCOC1)CC (5-chloroacetylamino-5-ethyl-1,3-dioxane). Run in C(Cl)Cl (methylene chloride). Reported procedure: Five and two-tenths g (0.04 mole) of 5-ethyl-5-amino-1,3-dioxane, 3.2 g (0.04 mole) of 50% sodium hydroxide, 10 ml of water, and 90 ml of methylene chloride were combined in a reaction flask. The mixture was cooled to below 35° C. Four and one-half g of chloroacetylchloride were added dropwise. The reaction mixture was stirred for one-half hour, washed with water and dried over magnesium sulfate. The solvent was vacuum stripped. Yield was 5.8 g of 5-chloroacetylamino-5-ethyl-1,3-dioxane. m.p.=89... Reaction SMILES: [CH2:1]([C:3]1([NH2:9])[CH2:8][O:7][CH2:6][O:5][CH2:4]1)[CH3:2].[OH-].[Na+].O.[Cl:13][CH2:14][C:15](Cl)=[O:16]>C(Cl)Cl>[Cl:13][CH2:14][C:15]([NH:9][C:3]1([CH2:1][CH3:2])[CH2:8][O:7][CH2:6][O:5][CH2:4]1)=[O:16] |f:1.2|.